Dataset: the Open Reaction Database (ORD), a public repository of structured organic reaction records. Task: describe an organic reaction: reactants, conditions, products, and yield The reactants are C(#N)C=1C=C(C=CC1S(=O)(=O)CC)NC(OC1=CC=CC=C1)=O (phenyl 3-cyano-4-(ethylsulfonyl)phenylcarbamate), BrC1=CC=C(C=C1)CCNC (2-(4-bromophenyl)-N-methylethanamine), C([O-])([O-])=O.[K+].[K+] (potassium carbonate). Run in CN(C)C=O (DMF), O (water). The product is BrC1=CC=C(CCN(C(=O)NC2=CC(=C(C=C2)S(=O)(=O)CC)C#N)C)C=C1 (1-(4-bromophenethyl)-3-(3-cyano-4-(ethylsulfonyl)phenyl)-1-methylurea). Yield: 91.7%. RXN SMILES: [C:1]([C:3]1[CH:4]=[C:5]([NH:14][C:15](=[O:23])OC2C=CC=CC=2)[CH:6]=[CH:7][C:8]=1[S:9]([CH2:12][CH3:13])(=[O:11])=[O:10])#[N:2].[Br:24][C:25]1[CH:30]=[CH:29][C:28]([CH2:31][CH2:32][NH:33][CH3:34])=[CH:27][CH:26]=1.C(=O)([O-])[O-].[K+].[K+]>CN(C=O)C.O>[Br:24][C:25]1[CH:26]=[CH:27][C:28]([CH2:31][CH2:32][N:33]([CH3:34])[C:15]([NH:14][C:5]2[CH:6]=[CH:7][C:8]([S:9]([CH2:12][CH3:13])(=[O:10])=[O:11])=[C:3]([C:1]#[N:2])[CH:4]=2)=[O:23])=[CH:29][CH:30]=1 |f:2.3.4|. Procedure: A solution of 25A (750 mg, 2.3 mmol) and 23B (486 mg, 4.5 mmol) with potassium carbonate (627 mg, 2.3 mmol) in DMF (6 mL) were heated at 50° C. for 15 h. The mixture was diluted with water (100 mL) and extracted with EtOAc (3×100 mL). The organics were washed with brine, dried over Na2SO4 and concentrated. The crude product was purified by flash chromatography (0% to 100% EtOAc in hexanes) to yield give 25B (950 mg, 93%) as a colorless oil. MS (ESI) m/z 449.89/451.91 (M+H)+.